From a dataset of the Open Reaction Database (ORD), a public repository of structured organic reaction records. describe an organic reaction: reactants, conditions, products, and yield Reactants: OC1CN(C1)C(=O)C1=C(C=CC(=C1)S(=O)(=O)C)O[C@@H](C(F)(F)F)C ((3-hydroxy-azetidin-1-yl)-[5-methanesulfonyl-2-((R)-2,2,2-trifluoro-1-methyl-ethoxy)-phenyl]-methanone), FC1=CC=C(C=C1)C(F)(F)F (4-fluorobenzotrifluoride). The product is CS(=O)(=O)C=1C=CC(=C(C1)C(=O)N1CC(C1)OC1=CC=C(C=C1)C(F)(F)F)O[C@@H](C(F)(F)F)C ([5-Methanesulfonyl-2-((R)-2,2,2-trifluoro-1-methyl-ethoxy)-phenyl]-[3-(4-trifluoromethyl-phenoxy)-azetidin-1-yl]-methanone). Yield: 9.0%. RXN SMILES: [OH:1][CH:2]1[CH2:5][N:4]([C:6]([C:8]2[CH:13]=[C:12]([S:14]([CH3:17])(=[O:16])=[O:15])[CH:11]=[CH:10][C:9]=2[O:18][C@H:19]([CH3:24])[C:20]([F:23])([F:22])[F:21])=[O:7])[CH2:3]1.F[C:26]1[CH:31]=[CH:30][C:29]([C:32]([F:35])([F:34])[F:33])=[CH:28][CH:27]=1>>[CH3:17][S:14]([C:12]1[CH:11]=[CH:10][C:9]([O:18][C@H:19]([CH3:24])[C:20]([F:23])([F:22])[F:21])=[C:8]([C:6]([N:4]2[CH2:3][CH:2]([O:1][C:26]3[CH:31]=[CH:30][C:29]([C:32]([F:35])([F:34])[F:33])=[CH:28][CH:27]=3)[CH2:5]2)=[O:7])[CH:13]=1)(=[O:15])=[O:16]. Procedure details: Prepared in analogy to Example 21(b) from (3-hydroxy-azetidin-1-yl)-[5-methanesulfonyl-2-((R)-2,2,2-trifluoro-1-methyl-ethoxy)-phenyl]-methanone and 4-fluorobenzotrifluoride. The crude material was purified by flash chromatography (methanol/dichloromethane) to yield the title compound as a white crystalline solid (yield 9%). MS (m/e): 512.3 (M+H+, 100%). Starting materials: ClC1=NC=2N(C(=C1)C1=CC=C(C=C1)F)N=C(C2C2=CC=C(C=C2)C)COCC (5-Chloro-2-(ethoxymethyl)-7-(4-fluorophenyl)-3-(4-methylphenyl)pyrazolo[1,5-a]pyrimidine), CCN(C(C)C)C(C)C (DIPEA), NC(C)O (aminoethanol). Solvent: C(C)#N (acetonitrile). Product: C(C)OCC1=NN2C(N=C(C=C2C2=CC=C(C=C2)F)NCCO)=C1C1=CC=C(C=C1)C (2-[2-ethoxymethyl-7-(4-fluorophenyl)-3-(4-methylphenyl)-pyrazolo[1,5-a]pyrimidin-5-yl-amino]ethanol). Reaction SMILES: Cl[C:2]1[CH:7]=[C:6]([C:8]2[CH:13]=[CH:12][C:11]([F:14])=[CH:10][CH:9]=2)[N:5]2[N:15]=[C:16]([CH2:25][O:26][CH2:27][CH3:28])[C:17]([C:18]3[CH:23]=[CH:22][C:21]([CH3:24])=[CH:20][CH:19]=3)=[C:4]2[N:3]=1.[CH3:29][CH2:30][N:31](C(C)C)C(C)C.NC([OH:41])C>C(#N)C>[CH2:27]([O:26][CH2:25][C:16]1[C:17]([C:18]2[CH:23]=[CH:22][C:21]([CH3:24])=[CH:20][CH:19]=2)=[C:4]2[N:3]=[C:2]([NH:31][CH2:30][CH2:29][OH:41])[CH:7]=[C:6]([C:8]3[CH:13]=[CH:12][C:11]([F:14])=[CH:10][CH:9]=3)[N:5]2[N:15]=1)[CH3:28]. Procedure: 5-Chloro-2-(ethoxymethyl)-7-(4-fluorophenyl)-3-(4-methylphenyl)pyrazolo[1,5-a]pyrimidine (20 mg), DIPEA (0.1 mL) and aminoethanol (0.1 mL) are stirred for 12 hours in an acetonitrile (7 mL) solvent at 84° C. The solvent is removed by distillation under reduced pressure. The remainder is extracted with ethyl acetate and water. The collected organic layer is washed with brine and dehydrated with anhydrous MgSO4. The solvent is removed by distillation under reduced pressure and the remainder is pur...